This data is from the Open Reaction Database (ORD), a public repository of structured organic reaction records. The task is: describe an organic reaction: reactants, conditions, products, and yield Reactants: CC(C)(C)N, COc1ccccc1S(=O)(=O)Cl, ClCCl. Product: COc1ccccc1S(=O)(=O)NC(C)(C)C. RXN SMILES: [CH3:13][C:14]([CH3:15])([CH3:16])[NH2:17].[CH3:1][O:2][c:3]1[c:4]([S:9](=[O:10])(=[O:11])[Cl:12])[cH:5][cH:6][cH:7][cH:8]1.[Cl:18][CH2:19][Cl:20]>>[CH3:1][O:2][c:3]1[c:4]([S:9](=[O:10])(=[O:11])[NH:17][C:14]([CH3:13])([CH3:15])[CH3:16])[cH:5][cH:6][cH:7][cH:8]1. Starting materials: FC(C1=C(C(=O)O)C=CC=C1)(F)F (o-trifluoromethylbenzoic acid), S(=O)(Cl)Cl (thionyl chloride). Yields the product FC(C1=C(C(=O)Cl)C=CC=C1)(F)F (2-(Trifluoromethyl)benzoyl chloride). Reaction SMILES: [F:1][C:2]([F:13])([F:12])[C:3]1[CH:11]=[CH:10][CH:9]=[CH:8][C:4]=1[C:5](O)=[O:6].S(Cl)([Cl:16])=O>>[F:1][C:2]([F:13])([F:12])[C:3]1[CH:11]=[CH:10][CH:9]=[CH:8][C:4]=1[C:5]([Cl:16])=[O:6]. Procedure: A solution of 2.0 g of o-trifluoromethylbenzoic acid in 21 ml of thionyl chloride is heated at reflux for 1 hour. The volatiles are evaporated in vacuo to give a residue which is concentrated from toluene three times and dried under vacuum to give 2.1 g of the desired product as a residue.